This data is from the Open Reaction Database (ORD), a public repository of structured organic reaction records. The task is: describe an organic reaction: reactants, conditions, products, and yield Reactants: FC1=C(C=CC(=C1)C(F)(F)F)C1CC(CN(C1)C(=O)OC1=CC=C(C=C1)[N+](=O)[O-])C(=O)OC (3-Methyl 1-(4-nitrophenyl) 5-[2-fluoro-4-(trifluoromethyl)phenyl]piperidine-1,3-dicarboxylate), N1CCSCC1 (thiomorpholine), C([O-])([O-])=O.[K+].[K+] (potassium carbonate). Run in CN(C)C=O (DMF). Conditions: temperature 150 celsius. Yields the product FC1=C(C=CC(=C1)C(F)(F)F)C1CC(CN(C1)C(=O)N1CCSCC1)C(=O)OC (Methyl 5-[2-fluoro-4-(trifluoromethyl)phenyl]-1-(thiomorpholin-4-ylcarbonyl)piperidine-3-carboxylate). Reaction SMILES: [F:1][C:2]1[CH:7]=[C:6]([C:8]([F:11])([F:10])[F:9])[CH:5]=[CH:4][C:3]=1[CH:12]1[CH2:17][N:16]([C:18]([O:20]C2C=CC([N+]([O-])=O)=CC=2)=O)[CH2:15][CH:14]([C:30]([O:32][CH3:33])=[O:31])[CH2:13]1.[NH:34]1[CH2:39][CH2:38][S:37][CH2:36][CH2:35]1.C(=O)([O-])[O-].[K+].[K+]>CN(C=O)C>[F:1][C:2]1[CH:7]=[C:6]([C:8]([F:10])([F:11])[F:9])[CH:5]=[CH:4][C:3]=1[CH:12]1[CH2:17][N:16]([C:18]([N:34]2[CH2:39][CH2:38][S:37][CH2:36][CH2:35]2)=[O:20])[CH2:15][CH:14]([C:30]([O:32][CH3:33])=[O:31])[CH2:13]1 |f:2.3.4|. Reported procedure: 1.28 g (2.73 mmol) of the compound from Example 88A, 1.41 g (13.6 mmol) of thiomorpholine and 1.13 g (8.18 mmol) of potassium carbonate were added to 18 ml of DMF, and the mixture was heated in a single-mode microwave (Emrys Optimizer) at 150° C. for 40 minutes. For workup, the reaction solution was concentrated by rotary evaporation, and the residue was admixed with water. After addition of ethyl acetate and phase separation, the organic phase was washed with aqueous 1 N hydrochloric acid solut... Starting materials: CON(C=1NC(C=2N=CN(C2N1)[C@H]1[C@@]([C@H](O)[C@H](O1)CO[Si](C)(C)C(C)(C)C)(F)C#C)=O)C(C1=CC=CC=C1)(C1=CC=CC=C1)C1=CC=CC=C1 (N2-Methoxytrityl-9-[(2R)-2-deoxy-2-C-ethynyl-2-fluoro-5-O-tert-butyldimethylsilyl-β-D-erythro-pentofuranosyl]guanine), C1(=CC=C(C=C1)S(=O)(=O)O)C (p-toluen sulfonic acid), O1CCCC=C1 (dihydropyran). The solvent is C1CCOC1 (THF), C(Cl)Cl (DCM). Reaction conditions: time 3 day. The product is CON(C=1NC(C=2N=CN(C2N1)[C@H]1[C@@]([C@H](OC2OCCCC2)[C@H](O1)CO[Si](C)(C)C(C)(C)C)(F)C#C)=O)C(C1=CC=CC=C1)(C1=CC=CC=C1)C1=CC=CC=C1 (N2-Methoxytrityl-9-[(2R)-2-deoxy-2-C-ethynyl-2-fluoro-5-O-tert-butyldimethylsilyl-3-O-tetrahydropyranyl-β-D-erythro-pentofuranosyl]guanine). RXN SMILES: [CH3:1][O:2][N:3]([C:32]([C:45]1[CH:50]=[CH:49][CH:48]=[CH:47][CH:46]=1)([C:39]1[CH:44]=[CH:43][CH:42]=[CH:41][CH:40]=1)[C:33]1[CH:38]=[CH:37][CH:36]=[CH:35][CH:34]=1)[C:4]1[NH:5][C:6](=[O:31])[C:7]2[N:8]=[CH:9][N:10]([C@@H:13]3[O:18][C@H:17]([CH2:19][O:20][Si:21]([C:24]([CH3:27])([CH3:26])[CH3:25])([CH3:23])[CH3:22])[C@@H:15]([OH:16])[C@@:14]3([C:29]#[CH:30])[F:28])[C:11]=2[N:12]=1.C1(C)C=CC(S(O)(=O)=O)=CC=1.[O:62]1[CH:67]=[CH:66][CH2:65][CH2:64][CH2:63]1>C1COCC1.C(Cl)Cl>[CH3:1][O:2][N:3]([C:32]([C:39]1[CH:40]=[CH:41][CH:42]=[CH:43][CH:44]=1)([C:45]1[CH:46]=[CH:47][CH:48]=[CH:49][CH:50]=1)[C:33]1[CH:34]=[CH:35][CH:36]=[CH:37][CH:38]=1)[C:4]1[NH:5][C:6](=[O:31])[C:7]2[N:8]=[CH:9][N:10]([C@@H:13]3[O:18][C@H:17]([CH2:19][O:20][Si:21]([C:24]([CH3:27])([CH3:25])[CH3:26])([CH3:22])[CH3:23])[C@@H:15]([O:16][CH:63]4[CH2:64][CH2:65][CH2:66][CH2:67][O:62]4)[C@@:14]3([C:29]#[CH:30])[F:28])[C:11]=2[N:12]=1. Reported procedure: To a stirred solution of 13 (0.8 mmol), in anh THF (20 ml/mmol), at room temperature, was added p-toluen sulfonic acid (0.12 mmol) and dihydropyran (2 ml/mmol). The reaction mixture was stirred at room temperature for 3 days and neutralized with TEA. The mixture was diluted with DCM, washed twice with H2O. The organic phase was dried over Na2SO4, filtered and evaporated. The crude material was purified by silica gel chromatography (DCM/MeOH) to yield the title compound. Molecular Formula C43H52F... The reactants are C(C)(C)(C)OC(NC1=C(C=C(C=C1)OC(F)(F)F)NC(CC(=O)C1=CC(=CC=C1)C=1C=NC(=CC1)OC)=O)=O ((2-{3-[3-(6-methoxy-pyridin-3-yl)-phenyl]-3-oxo-propionylamino}-4-trifluoromethoxy-phenyl)-carbamic acid tert-butyl ester), C(=O)(C(F)(F)F)O (TFA). Run in C(Cl)Cl (CH2Cl2). Yields the product COC1=CC=C(C=N1)C=1C=C(C=CC1)C1=NC2=C(NC(C1)=O)C=C(C=C2)OC(F)(F)F (4-[3-(6-Methoxy-pyridin-3-yl)-phenyl]-8-trifluoromethoxy-1,3-dihydro-benzo[b][1,4]diazepin-2-one), solid. Yield: 22.0%. Reaction SMILES: C(OC(=O)[NH:7][C:8]1[CH:13]=[CH:12][C:11]([O:14][C:15]([F:18])([F:17])[F:16])=[CH:10][C:9]=1[NH:19][C:20](=[O:38])[CH2:21][C:22]([C:24]1[CH:29]=[CH:28][CH:27]=[C:26]([C:30]2[CH:31]=[N:32][C:33]([O:36][CH3:37])=[CH:34][CH:35]=2)[CH:25]=1)=O)(C)(C)C.C(O)(C(F)(F)F)=O>C(Cl)Cl>[CH3:37][O:36][C:33]1[N:32]=[CH:31][C:30]([C:26]2[CH:25]=[C:24]([C:22]3[CH2:21][C:20](=[O:38])[NH:19][C:9]4[CH:10]=[C:11]([O:14][C:15]([F:18])([F:17])[F:16])[CH:12]=[CH:13][C:8]=4[N:7]=3)[CH:29]=[CH:28][CH:27]=2)=[CH:35][CH:34]=1. Procedure details: The title compound was prepared from (2-{3-[3-(6-methoxy-pyridin-3-yl)-phenyl]-3-oxo-propionylamino}-4-trifluoromethoxy-phenyl)-carbamic acid tert-butyl ester (Example M192) (216 mg, 0.396 mmol) by treatment with TFA in CH2Cl2 according to the general procedure N. Obtained as a light yellow solid (37 mg, 22%). The reactants are CCN=C=NCCCN(C)C.Cl (EDCl), C(C1=CC=CC=C1)OC([C@H](CC1=CC=C(C=C1)N1S(N(C(C1)=O)CC1=CC=C(C=C1)OC)(=O)=O)N)=O ((S)-2-amino-3-{4-[5-(4-methoxy-benzyl)-1,1,4-trioxo-1,2,5-thiadiazolidin-2-yl]-phenyl}-propionic acid benzyl ester), C(C)(=O)N[C@H](C(=O)O)CC1=CC=CC=C1 ((S)-2-acetylamino-3-phenyl-propionic acid), C=1C=CC2=C(C1)N=NN2O (HOBt), TEA. Run in CCOC(=O)C (EtOAc), C(Cl)Cl (CH2Cl2), C(Cl)Cl (CH2Cl2). Conditions: time 1 hour. Product: C(C1=CC=CC=C1)OC([C@H](CC1=CC=C(C=C1)N1S(N(C(C1)=O)CC1=CC=C(C=C1)OC)(=O)=O)NC([C@H](CC1=CC=CC=C1)NC(C)=O)=O)=O ((S)-2-((S)-2-acetylamino-3-phenyl-propionylamino)-3-{4-[5-(4-methoxy-benzyl)-1,1,4-trioxo-1,2,5-thiadiazolidin-2-yl]-phenyl}-propionic acid benzyl ester). Reaction SMILES: [CH2:1]([O:8][C:9](=[O:36])[C@@H:10]([NH2:35])[CH2:11][C:12]1[CH:17]=[CH:16][C:15]([N:18]2[CH2:22][C:21](=[O:23])[N:20]([CH2:24][C:25]3[CH:30]=[CH:29][C:28]([O:31][CH3:32])=[CH:27][CH:26]=3)[S:19]2(=[O:34])=[O:33])=[CH:14][CH:13]=1)[C:2]1[CH:7]=[CH:6][CH:5]=[CH:4][CH:3]=1.[C:37]([NH:40][C@@H:41]([CH2:45][C:46]1[CH:51]=[CH:50][CH:49]=[CH:48][CH:47]=1)[C:42](O)=[O:43])(=[O:39])[CH3:38].C1C=CC2N(O)N=NC=2C=1.CCN=C=NCCCN(C)C.Cl>C(Cl)Cl.CCOC(C)=O>[CH2:1]([O:8][C:9](=[O:36])[C@@H:10]([NH:35][C:42](=[O:43])[C@@H:41]([NH:40][C:37](=[O:39])[CH3:38])[CH2:45][C:46]1[CH:51]=[CH:50][CH:49]=[CH:48][CH:47]=1)[CH2:11][C:12]1[CH:13]=[CH:14][C:15]([N:18]2[CH2:22][C:21](=[O:23])[N:20]([CH2:24][C:25]3[CH:26]=[CH:27][C:28]([O:31][CH3:32])=[CH:29][CH:30]=3)[S:19]2(=[O:33])=[O:34])=[CH:16][CH:17]=1)[C:2]1[CH:3]=[CH:4][CH:5]=[CH:6][CH:7]=1 |f:3.4|. Procedure details: The title A compound, (S)-2-amino-3-{4-[5-(4-methoxy-benzyl)-1,1,4-trioxo-1,2,5-thiadiazolidin-2-yl]-phenyl}-propionic acid benzyl ester (79 mg, 0.155 mmol) and (S)-2-acetylamino-3-phenyl-propionic acid (33.7 mg, 0.162 mmol) are dissolved in CH2Cl2 (3.1 mL). HOBt (24.8 mg, 0.162 mmol) is added as a solid, followed by EDCl (31.0 mg, 0.162 mmol) and TEA (0.023 mL, 0.162 mmol) in a slurry of CH2Cl2 (1 mL). After 1 h, EtOAc (100 mL) is added and the mixture is washed three times with 2N aqueous HCl ... The reactants are CC1=CN(C2=NC=C(N=C21)N)COCC[Si](C)(C)C (7-Methyl-5-(2-trimethylsilanyl-ethoxymethyl)-5H-pyrrolo[2,3-b]pyrazin-2-ylamine), C1(CCCCC1)N=C=O (Cyclohexylisocyanate). The solvent is ClCCCl (1,2-dichloroethane). Product: C1(CCCCC1)NC(=O)NC=1N=C2C(=NC1)N(C=C2C)COCC[Si](C)(C)C (1-cyclohexyl-3-[7-methyl-5-(2-trimethylsilanyl-ethoxymethyl)-5H-pyrrolo[2,3-b]pyrazin-2-yl]-urea). Isolated yield 64.1%. RXN SMILES: [CH3:1][C:2]1[C:10]2[C:5](=[N:6][CH:7]=[C:8]([NH2:11])[N:9]=2)[N:4]([CH2:12][O:13][CH2:14][CH2:15][Si:16]([CH3:19])([CH3:18])[CH3:17])[CH:3]=1.[CH:20]1([N:26]=[C:27]=[O:28])[CH2:25][CH2:24][CH2:23][CH2:22][CH2:21]1>ClCCCl>[CH:20]1([NH:26][C:27]([NH:11][C:8]2[N:9]=[C:10]3[C:2]([CH3:1])=[CH:3][N:4]([CH2:12][O:13][CH2:14][CH2:15][Si:16]([CH3:18])([CH3:17])[CH3:19])[C:5]3=[N:6][CH:7]=2)=[O:28])[CH2:25][CH2:24][CH2:23][CH2:22][CH2:21]1. Procedure details: 7-Methyl-5-(2-trimethylsilanyl-ethoxymethyl)-5H-pyrrolo[2,3-b]pyrazin-2-ylamine (41 mg, 0.147 mmol) was dissolved in 1,2-dichloroethane (1.5 mL). Cyclohexylisocyanate (0.19 mL, 1.47 mmol) was added and the reaction mixture was heated to reflux for 64 hr, cooled to RT, concentrated, purified by SiO2 chromatography (8 g SiO2, hexanes/EtOAc 0-50% EtOAc) to give 38 mg of 1-cyclohexyl-3-[7-methyl-5-(2-trimethylsilanyl-ethoxymethyl)-5H-pyrrolo[2,3-b]pyrazin-2-yl]-urea as a white solid (64% yield). The reactants are ClC1=C2C(=C(N=N1)Cl)C=NC(=C2)C2=CC=CC=C2 (1,4-dichloro-7-phenylpyrido(3,4-d)pyridazine), CC1CNCCO1 (2-methylmorpholine). Yields the product CC1OCCN(C1)C1=C2C(=C(N=N1)N1CC(OCC1)C)C=NC(=C2)C2=CC=CC=C2 (1,4-bis(2'-methylmorpholino)-7-phenylpyrido(3,4-d)pyridazine). RXN SMILES: Cl[C:2]1[N:7]=[N:6][C:5](Cl)=[C:4]2[CH:9]=[N:10][C:11]([C:13]3[CH:18]=[CH:17][CH:16]=[CH:15][CH:14]=3)=[CH:12][C:3]=12.[CH3:19][CH:20]1[O:25][CH2:24][CH2:23][NH:22][CH2:21]1>>[CH3:19][CH:20]1[CH2:21][N:22]([C:2]2[N:7]=[N:6][C:5]([N:22]3[CH2:23][CH2:24][O:25][CH:20]([CH3:19])[CH2:21]3)=[C:4]3[CH:9]=[N:10][C:11]([C:13]4[CH:18]=[CH:17][CH:16]=[CH:15][CH:14]=4)=[CH:12][C:3]=23)[CH2:23][CH2:24][O:25]1. Procedure: 2.0 parts by weight of 1,4-dichloro-7-phenylpyrido(3,4-d)pyridazine is added to 20 parts by volume of 2-methylmorpholine, and the resulting mixture is heated at 130° to 140° C for 4 hours. The excess amount of 2-methylmorpholine is removed by evaporation under reduced pressure. Water is added to the residue to obtain crude crystals, which is recrystallized from n-hexane to obtain 1,4-bis(2'-methylmorpholino)-7-phenylpyrido(3,4-d)pyridazine as yellow prisms melting at 75° to 81° C. Elementary ana... The reactants are C1(CCCC1)C(C(=O)OCC1=CC=CC=C1)O (benzyl 2-cyclopentyl-2-hydroxyacetate), CC(=O)OI1(C=2C=CC=CC2C(=O)O1)(OC(=O)C)OC(=O)C (Dess-Martin reagent). Run in S(=S)(=O)([O-])[O-].[Na+].[Na+] (sodium thiosulfate), ClCCl (dichloromethane). Conditions: time 15 hour. Product: O=C(C(=O)OCC1=CC=CC=C1)C1CCCC1 (Benzyl 2-keto-2-cyclopentylacetate). Yield: 79.4%. RXN SMILES: [CH:1]1([CH:6]([OH:17])[C:7]([O:9][CH2:10][C:11]2[CH:16]=[CH:15][CH:14]=[CH:13][CH:12]=2)=[O:8])[CH2:5][CH2:4][CH2:3][CH2:2]1.CC(OI1(OC(C)=O)(OC(C)=O)OC(=O)C2C=CC=CC1=2)=O>ClCCl.S([O-])([O-])(=O)=S.[Na+].[Na+]>[O:17]=[C:6]([CH:1]1[CH2:5][CH2:4][CH2:3][CH2:2]1)[C:7]([O:9][CH2:10][C:11]1[CH:12]=[CH:13][CH:14]=[CH:15][CH:16]=1)=[O:8] |f:3.4.5|. Procedure: To a solution of benzyl 2-cyclopentyl-2-hydroxyacetate (1.76 g, 7.5 mmol) in dichloromethane (30 mL) was added Dess-Martin reagent (5 g, 11.8 mmol), and the mixture was stirred at room temperature for 15 h. The reaction mixture was diluted with 10% sodium thiosulfate, and extracted with diethyl ether. The organic layer was washed with water, saturated aqueous sodium hydrogen carbonate, and brine, dried over anhydrous magnesium sulfate, filtered, and the organic solvent in the filtrate was evapor...